This data is from the Open Reaction Database (ORD), a public repository of structured organic reaction records. The task is: describe an organic reaction: reactants, conditions, products, and yield Reactants: CN1[C@@H](CCC1)C(=O)NC=1C=C(C=CC1)C1=NC2=CC=CC=C2C(=N1)NC=1C=C2C=NN(C2=CC1)C(=O)OC(C)(C)C (tert-butyl 5-(2-(3-((S)-1-methylpyrrolidine-2-carboxamido)phenyl)-quinazolin-4-ylamino)-1H-indazole-1-carboxylate), C(=O)(C(F)(F)F)O (TFA). Solvent: C(Cl)Cl (CH2Cl2). The product is N1N=CC2=CC(=CC=C12)NC1=NC(=NC2=CC=CC=C12)C=1C=C(C=CC1)NC(=O)[C@H]1N(CCC1)C ((2S)—N-(3-(4-(1H-indazol-5-ylamino)quinazolin-2-yl)phenyl)-1-methylpyrrolidine-2-carboxamide). Reaction SMILES: [CH3:1][N:2]1[CH2:6][CH2:5][CH2:4][C@H:3]1[C:7]([NH:9][C:10]1[CH:11]=[C:12]([C:16]2[N:25]=[C:24]([NH:26][C:27]3[CH:28]=[C:29]4[C:33](=[CH:34][CH:35]=3)[N:32](C(OC(C)(C)C)=O)[N:31]=[CH:30]4)[C:23]3[C:18](=[CH:19][CH:20]=[CH:21][CH:22]=3)[N:17]=2)[CH:13]=[CH:14][CH:15]=1)=[O:8].C(O)(C(F)(F)F)=O>C(Cl)Cl>[NH:32]1[C:33]2[C:29](=[CH:28][C:27]([NH:26][C:24]3[C:23]4[C:18](=[CH:19][CH:20]=[CH:21][CH:22]=4)[N:17]=[C:16]([C:12]4[CH:11]=[C:10]([NH:9][C:7]([C@@H:3]5[CH2:4][CH2:5][CH2:6][N:2]5[CH3:1])=[O:8])[CH:15]=[CH:14][CH:13]=4)[N:25]=3)=[CH:35][CH:34]=2)[CH:30]=[N:31]1. Reported procedure: To tert-butyl 5-(2-(3-((S)-1-methylpyrrolidine-2-carboxamido)phenyl)-quinazolin-4-ylamino)-1H-indazole-1-carboxylate (22 mmol) was added a solution of 1:1 TFA:CH2Cl2 (2 mL) and stirred at RT for 2 h. The reaction mixture was concentrated in vacuo and the crude product was purified by prep HPLC (method 10-35_90 mins) to afford (2S)—N-(3-(4-(1H-indazol-5-ylamino)quinazolin-2-yl)phenyl)-1-methylpyrrolidine-2-carboxamide. (25 mg, 25%) Reactants: [N+](=O)([O-])C1=C2C=CC(=CC2=CC=C1)C(=O)OCC (ethyl 5-nitro-2-naphthoate). Reagents/catalysts: [Pd] (Pd/C). Solvent: CCO (EtOH). Yields the product NC1=C2C=CC(=CC2=CC=C1)C(=O)OCC (Ethyl 5-Amino-2-naphthoate). The yield is 99.8%. Reaction SMILES: [N+:1]([C:4]1[CH:13]=[CH:12][CH:11]=[C:10]2[C:5]=1[CH:6]=[CH:7][C:8]([C:14]([O:16][CH2:17][CH3:18])=[O:15])=[CH:9]2)([O-])=O>CCO.[Pd]>[NH2:1][C:4]1[CH:13]=[CH:12][CH:11]=[C:10]2[C:5]=1[CH:6]=[CH:7][C:8]([C:14]([O:16][CH2:17][CH3:18])=[O:15])=[CH:9]2. Reported procedure: A suspension of ethyl 5-nitro-2-naphthoate (8.0 g, 0.0326 mol) in EtOH (200 mL) was hydrogenated over 10% Pd/C (600 mg) at 50 psi for 3 hours 30 minutes. The mixture was filtered through Solka floc and concentrated to give a yellow solid (7.0 g, 100%), m.p. 94°-95° C. Reactants: COC(=O)c1cccc(NC(=NC#N)SC)c1, CCO, [NH4+], [OH-]. The product is COC(=O)c1cccc(NC(N)=NC#N)c1. RXN SMILES: [C:1](#[N:2])[N:3]=[C:4]([S:5][CH3:6])[NH:7][c:8]1[cH:9][c:10]([C:11](=[O:12])[O:13][CH3:14])[cH:15][cH:16][cH:17]1.[CH3:20][CH2:21][OH:22].[NH4+:18].[OH-:19]>>[C:1](#[N:2])[N:3]=[C:4]([NH:7][c:8]1[cH:9][c:10]([C:11](=[O:12])[O:13][CH3:14])[cH:15][cH:16][cH:17]1)[NH2:18]. Starting materials: [Al+3], O=C1C(C(CF)NCc2ccccc2)CCN1Cc1ccccc1, [H-], [H-], [H-], [H-], [Li+], C1CCOC1. Reaction SMILES: [Al+3:26].[CH2:1]([c:2]1[cH:3][cH:4][cH:5][cH:6][cH:7]1)[N:8]1[C:9](=[O:24])[CH:10]([CH:13]([CH2:14][F:15])[NH:16][CH2:17][c:18]2[cH:19][cH:20][cH:21][cH:22][cH:23]2)[CH2:11][CH2:12]1.[H-:25].[H-:28].[H-:29].[H-:30].[Li+:27].[O:31]1[CH2:32][CH2:33][CH2:34][CH2:35]1>>[CH2:1]([c:2]1[cH:3][cH:4][cH:5][cH:6][cH:7]1)[N:8]1[CH2:9][CH:10]([CH:13]([CH2:14][F:15])[NH:16][CH2:17][c:18]2[cH:19][cH:20][cH:21][cH:22][cH:23]2)[CH2:11][CH2:12]1. Product: FCC(NCc1ccccc1)C1CCN(Cc2ccccc2)C1. Starting materials: ice water, C(#N)CC(COS(=O)(=O)C1=CC=C(C)C=C1)COS(=O)(=O)C1=CC=C(C)C=C1 (2-cyanomethyl-1,3-bis(tosyloxy)propane), C(C)(=S)[O-].[K+] (potassium thioacetate). The solvent is CS(=O)C (DMSO), CS(=O)C (DMSO), CS(=O)C (DMSO). Reaction conditions: time 1 hour. The product is C(#N)CC(CSC(C)=O)CSC(C)=O (2-cyanomethyl-1,3-bis(acetylthio)propane). Reaction SMILES: [C:1]([CH2:3][CH:4]([CH2:17]OS(C1C=CC(C)=CC=1)(=O)=O)[CH2:5]OS(C1C=CC(C)=CC=1)(=O)=O)#[N:2].[C:29]([O-:32])(=[S:31])[CH3:30].[K+]>CS(C)=O>[C:1]([CH2:3][CH:4]([CH2:5][S:31][C:29](=[O:32])[CH3:30])[CH2:17][S:31][C:29](=[O:32])[CH3:30])#[N:2] |f:1.2|. Procedure details: A solution of 62 g of 2-cyanomethyl-1,3-bis(tosyloxy)propane in 250 ml DMSO is added dropwise to a stirred solution of 36 g potassium thioacetate in 200 ml of DMSO. After stirring for one hour and adding additional DMSO, the mixture is poured into ice/water. Extraction with diethylether yields a colored organic layer which is washed successively with aqueous NaOH, water and saturated NaCl solution until neutral. Drying and evaporating yields the desired 2-cyanomethyl-1,3-bis(acetylthio)propane a... Starting materials: O=C1C2=C(OC(=C1)C(=O)O)C(=C1CCCCC1=C2)CC(C)=O (4-oxo-10-(2-oxopropyl)-6,7,8,9-tetrahydro-4H-naphtho[2,3-b]pyran-2-carboxylic acid), [OH-].[Na+] (sodium hydroxide), Cl (hydrochloric acid), [BH4-].[Na+] (sodium borohydride). Run in O (water). Yields the product O=C1C2=C(OC(=C1)C(=O)O)C(=C1CCCCC1=C2)CCC (4-Oxo-10-propyl-6,7,8,9-tetrahydro-4H-naphtho[2,3-b]pyran-2-carboxylic acid). Reaction SMILES: [O:1]=[C:2]1[CH:7]=[C:6]([C:8]([OH:10])=[O:9])[O:5][C:4]2[C:11]([CH2:19][C:20](=O)[CH3:21])=[C:12]3[C:17](=[CH:18][C:3]1=2)[CH2:16][CH2:15][CH2:14][CH2:13]3.[OH-].[Na+].[BH4-].[Na+].Cl>O>[O:1]=[C:2]1[CH:7]=[C:6]([C:8]([OH:10])=[O:9])[O:5][C:4]2[C:11]([CH2:19][CH2:20][CH3:21])=[C:12]3[C:17](=[CH:18][C:3]1=2)[CH2:16][CH2:15][CH2:14][CH2:13]3 |f:1.2,3.4|. Reported procedure: To a refluxing solution of 4-oxo-10-(2-oxopropyl)-6,7,8,9-tetrahydro-4H-naphtho[2,3-b]pyran-2-carboxylic acid (3.1 g) in water (100 ml) containing sodium hydroxide (0.12 g) was added portion-wise sodium borohydride (3.04 g). The resulting mixture was heated under reflux for 2 hours. After cooling the solution was acidified with concentrated hydrochloric acid and the precipitate filtered off, washed with water and dried giving the title compound as a white solid, mp 235°. Reactants: CC(N)COc1ccc(C#N)cc1, ClCCl, CN1CCCCC1, CC(C)COC(=O)Cl, CC(C)C(NC(=O)OCCCl)C(=O)O, O. Product: CC(COc1ccc(C#N)cc1)NC(=O)C(NC(=O)OCCCl)C(C)C. As a reaction SMILES: [C:30](#[N:31])[c:32]1[cH:33][cH:34][c:35]([O:36][CH2:37][CH:38]([CH3:39])[NH2:40])[cH:41][cH:42]1.[CH2:43]([Cl:44])[Cl:45].[CH3:1][N:2]1[CH2:3][CH2:4][CH2:5][CH2:6][CH2:7]1.[Cl:22][C:23]([O:24][CH2:25][CH:26]([CH3:27])[CH3:28])=[O:29].[Cl:8][CH2:9][CH2:10][O:11][C:12](=[O:13])[NH:14][CH:15]([CH:16]([CH3:17])[CH3:18])[C:19](=[O:20])[OH:21].[OH2:46]>>[Cl:8][CH2:9][CH2:10][O:11][C:12](=[O:13])[NH:14][CH:15]([CH:16]([CH3:17])[CH3:18])[C:19](=[O:21])[NH:40][CH:38]([CH2:37][O:36][c:35]1[cH:34][cH:33][c:32]([C:30]#[N:31])[cH:42][cH:41]1)[CH3:39]. The reactants are ClC1=NC=C(C=C1Cl)C(F)(F)F (2,3-dichloro-5-(trifluoromethyl)pyridine), CN1C=CC=2C1=NC=C(C2)CNS(=O)(=O)C2=CC=C(C(=O)OC)C=C2 (Methyl 4-(N-((1-methyl-1H-pyrrolo[2,3-b]pyridin-5-yl)methyl)sulfamoyl)benzoate). The product is ClC=1C(=NC=C(C1)C(F)(F)F)N(S(=O)(=O)C1=CC=C(C(=O)OC)C=C1)CC=1C=C2C(=NC1)N(C=C2)C (Methyl 4-(N-(3-chloro-5-(trifluoromethyl)pyridin-2-yl)-N-((1-methyl-1H-pyrrolo[2,3-b]pyridin-5-yl)methyl)sulfamoyl)benzoate). Reaction SMILES: Cl[C:2]1[C:7]([Cl:8])=[CH:6][C:5]([C:9]([F:12])([F:11])[F:10])=[CH:4][N:3]=1.[CH3:13][N:14]1[C:18]2=[N:19][CH:20]=[C:21]([CH2:23][NH:24][S:25]([C:28]3[CH:37]=[CH:36][C:31]([C:32]([O:34][CH3:35])=[O:33])=[CH:30][CH:29]=3)(=[O:27])=[O:26])[CH:22]=[C:17]2[CH:16]=[CH:15]1>>[Cl:8][C:7]1[C:2]([N:24]([CH2:23][C:21]2[CH:22]=[C:17]3[CH:16]=[CH:15][N:14]([CH3:13])[C:18]3=[N:19][CH:20]=2)[S:25]([C:28]2[CH:37]=[CH:36][C:31]([C:32]([O:34][CH3:35])=[O:33])=[CH:30][CH:29]=2)(=[O:26])=[O:27])=[N:3][CH:4]=[C:5]([C:9]([F:12])([F:11])[F:10])[CH:6]=1. Procedure: The titled compound was prepared according to the procedure described in step-2 of Example 1 from 2,3-dichloro-5-(trifluoromethyl)pyridine and methyl 4-(N-((1-methyl-1H-pyrrolo[2,3-b]pyridin-5-yl)methyl)sulfamoyl)benzoate (step-1 of Example 37).